From a dataset of the Open Reaction Database (ORD), a public repository of structured organic reaction records. describe an organic reaction: reactants, conditions, products, and yield Starting materials: O=C([O-])O, CC(C)=O, CC(c1ccc(-c2ccccc2)c(F)c1)c1csc(N)n1, [Na+], S=C=Nc1ccccc1. The product is CC(c1ccc(-c2ccccc2)c(F)c1)c1csc(NC(=S)Nc2ccccc2)n1. As a reaction SMILES: [C:35](=[O:36])([O-:37])[OH:38].[CH3:31][C:32](=[O:33])[CH3:34].[NH2:1][c:2]1[s:3][cH:4][c:5]([CH:7]([CH3:8])[c:9]2[cH:10][c:11]([F:21])[c:12](-[c:15]3[cH:16][cH:17][cH:18][cH:19][cH:20]3)[cH:13][cH:14]2)[n:6]1.[Na+:39].[c:22]1([N:28]=[C:29]=[S:30])[cH:23][cH:24][cH:25][cH:26][cH:27]1>>[NH:1]([c:2]1[s:3][cH:4][c:5]([CH:7]([CH3:8])[c:9]2[cH:10][c:11]([F:21])[c:12](-[c:15]3[cH:16][cH:17][cH:18][cH:19][cH:20]3)[cH:13][cH:14]2)[n:6]1)[C:29]([NH:28][c:22]1[cH:23][cH:24][cH:25][cH:26][cH:27]1)=[S:30]. The reactants are [Si](C)(C)(C(C)(C)C)OC[C@H](C=1SC(=CC1)\C=N/S(=O)C(C)(C)C)N(S(=O)(=O)C1=CC2=C(N=CS2)C=C1)CC(C)C (N-[(1R)-2-{[tert-butyl(dimethyl)silyl]oxy}-1-(5-{(Z)-[(tert-butylsulfinyl)imino]methyl}thiophen-2-yl)ethyl]-N-(2-methylpropyl)-1,3-benzothiazole-6-sulfonamide), [BH4-].[Na+] (NaBH4). The solvent is CO (MeOH). Conditions: time 4 hour. The product is [Si](C)(C)(C(C)(C)C)OC[C@H](C=1SC(=CC1)CNS(=O)C(C)(C)C)N(S(=O)(=O)C1=CC2=C(N=CS2)C=C1)CC(C)C (N-[(1R)-2-{[tert-butyl(dimethyl)silyl]oxy}-1-(5-{[(tert-butylsulfinyl)amino]methyl}thiophen-2-yl)ethyl]-N-(2-methylpropyl)-1,3-benzothiazole-6-sulfonamide). RXN SMILES: [Si:1]([O:8][CH2:9][C@@H:10]([N:24]([CH2:37][CH:38]([CH3:40])[CH3:39])[S:25]([C:28]1[CH:36]=[CH:35][C:31]2[N:32]=[CH:33][S:34][C:30]=2[CH:29]=1)(=[O:27])=[O:26])[C:11]1[S:12][C:13](/[CH:16]=[N:17]\[S:18]([C:20]([CH3:23])([CH3:22])[CH3:21])=[O:19])=[CH:14][CH:15]=1)([C:4]([CH3:7])([CH3:6])[CH3:5])([CH3:3])[CH3:2].[BH4-].[Na+]>CO>[Si:1]([O:8][CH2:9][C@@H:10]([N:24]([CH2:37][CH:38]([CH3:40])[CH3:39])[S:25]([C:28]1[CH:36]=[CH:35][C:31]2[N:32]=[CH:33][S:34][C:30]=2[CH:29]=1)(=[O:27])=[O:26])[C:11]1[S:12][C:13]([CH2:16][NH:17][S:18]([C:20]([CH3:21])([CH3:22])[CH3:23])=[O:19])=[CH:14][CH:15]=1)([C:4]([CH3:6])([CH3:7])[CH3:5])([CH3:2])[CH3:3] |f:1.2|. Procedure details: To a solution of N-[(1R)-2-{[tert-butyl(dimethyl)silyl]oxy}-1-(5-{(Z)-[(tert-butylsulfinyl)imino]methyl}thiophen-2-yl)ethyl]-N-(2-methylpropyl)-1,3-benzothiazole-6-sulfonamide (1.78 g, 2.77 mmol) in MeOH (28 mL) at 0° C. was added NaBH4 (0.11 g, 2.77 mmol) and the reaction mixture was stirred for 4 hours before being quenched by the addition of water (50 mL). The slurry was stirred for 20 minutes, then extracted with ethyl acetate (3×100 mL). The organic layers were combined and dried over magne... Yields the product CCn1c(SC)nc(OCc2ccc(C3CCCCC3)cc2)c(Br)c1=O. Reaction SMILES: [Br:1][c:2]1[c:3](=[O:13])[n:4]([CH2:11][CH3:12])[c:5]([S:9][CH3:10])[n:6][c:7]1[OH:8].[C:28](=[O:29])([O-:30])[O-:31].[CH3:34][N:35]([CH3:36])[CH:37]=[O:38].[CH:14]1([c:20]2[cH:21][cH:22][c:23]([CH2:24][Cl:25])[cH:26][cH:27]2)[CH2:15][CH2:16][CH2:17][CH2:18][CH2:19]1.[K+:32].[K+:33]>>[Br:1][c:2]1[c:3](=[O:13])[n:4]([CH2:11][CH3:12])[c:5]([S:9][CH3:10])[n:6][c:7]1[O:8][CH2:24][c:23]1[cH:22][cH:21][c:20]([CH:14]2[CH2:15][CH2:16][CH2:17][CH2:18][CH2:19]2)[cH:27][cH:26]1. The reactants are CCn1c(SC)nc(O)c(Br)c1=O, O=C([O-])[O-], CN(C)C=O, ClCc1ccc(C2CCCCC2)cc1, [K+], [K+]. Starting materials: CC1=CC(=C(C=C1)SC1=CC=C(C(=O)O)C=C1)[N+](=O)[O-] (4-(4-Methyl-2-nitro-phenylsulfanyl)-benzoic acid), SC=1C=C(C(=O)O)C=CC1 (3-mercapto-benzoic acid). Product: CC1=CC(=C(C=C1)SC=1C=C(C(=O)O)C=CC1)[N+](=O)[O-] (3-(4-Methyl-2-nitro-phenylsulfanyl)-benzoic acid). Isolated yield 80.9%. As a reaction SMILES: [CH3:1][C:2]1[CH:7]=[CH:6][C:5]([S:8][C:9]2[CH:17]=[CH:16][C:12](C(O)=O)=[CH:11][CH:10]=2)=[C:4]([N+:18]([O-:20])=[O:19])[CH:3]=1.SC1C=C(C=CC=1)[C:25]([OH:27])=[O:26]>>[CH3:1][C:2]1[CH:7]=[CH:6][C:5]([S:8][C:9]2[CH:10]=[C:11]([CH:12]=[CH:16][CH:17]=2)[C:25]([OH:27])=[O:26])=[C:4]([N+:18]([O-:20])=[O:19])[CH:3]=1. Procedure: The product from Example 84a (0.94 g, 3.29 mmol) was reacted with 3-mercapto-benzoic acid (0.51 g, 3.31 mmol) as described in Example 84b to give the title compound (0.77 g, 80%). Reactants: BrC=1C=C(C(=NC1)OC)CNC([O-])=O (N-[(5-bromo-2-methoxy-3-pyridyl)methyl]carbamate), dichlorobistriphenylphosphine palladium, C(=O)[O-].[Na+] (sodium formate), [C]=O (carbon monoxide). Reagents/catalysts: C1(=CC=CC=C1)P(C1=CC=CC=C1)C1=CC=CC=C1 (triphenylphosphine). Run in CN(C=O)C (N,N-dimethylformamide), C(C)(=O)OCC (ethyl acetate). Product: C(=O)C=1C=C(C(=NC1)OC)CNC(OC(C)(C)C)=O (tertiary butyl N-[(5-formyl-2-methoxy-3-pyridyl)methyl]carbamate). The yield is 77.6%. As a reaction SMILES: Br[C:2]1[CH:3]=[C:4]([CH2:10][NH:11][C:12](=[O:14])[O-:13])[C:5]([O:8][CH3:9])=[N:6][CH:7]=1.[CH:15]([O-:17])=O.[Na+].[C]=O>CN(C)C=O.C(OCC)(=O)C.C1(P(C2C=CC=CC=2)C2C=CC=CC=2)C=CC=CC=1>[CH:15]([C:2]1[CH:3]=[C:4]([CH2:10][NH:11][C:12](=[O:14])[O:13][C:4]([CH3:10])([CH3:5])[CH3:3])[C:5]([O:8][CH3:9])=[N:6][CH:7]=1)=[O:17] |f:1.2,^3:18|. Reported procedure: 1.009 g of N-[(5-bromo-2-methoxy-3-pyridyl)methyl]carbamate, 45 mg of dichlorobistriphenylphosphine palladium, 325 mg of sodium formate and 17 mg of triphenylphosphine were dissolved in 3 ml anhydrous N,N-dimethylformamide, followed by stirring at 110° C. for 2.5 hours in a carbon monoxide atmosphere. The reaction mixture was diluted with ethyl acetate, and the organic layer was washed with water and saturated aqueous sodium bicarbonate solution, dried over anhydrous magnesium sulfate and the so...